From a dataset of the Open Reaction Database (ORD), a public repository of structured organic reaction records. describe an organic reaction: reactants, conditions, products, and yield Conditions: time 2 hour. Procedure details: 3-fluoro-4-methanesulfonylaminobenzylamine hydrochloride (1.13 g) prepared in step 3 of Example 1 was dissolved in DMF (6 mL) and diluted with dichloromethane (35 mL). To the solution were added 4-t-butylbenzylisocyanate (1.09 g) and TEA (1.2 mL) and stirred at room temperature for 2 hours. The reaction solution was concentrated under reduced pressure, diluted with ethylacetate (20 mL) and washed with water and saturated NaCl aqueous solution. The resulting solution was dried over anhydride MgSO... Run in ClCCl (dichloromethane), CN(C)C=O (DMF). Yield: 68.0%. Starting materials: C(C)(C)(C)C1=CC=C(CN=C=O)C=C1 (4-t-butylbenzylisocyanate), TEA, Cl.FC=1C=C(CN)C=CC1NS(=O)(=O)C (3-fluoro-4-methanesulfonylaminobenzylamine hydrochloride). RXN SMILES: Cl.[F:2][C:3]1[CH:4]=[C:5]([CH:8]=[CH:9][C:10]=1[NH:11][S:12]([CH3:15])(=[O:14])=[O:13])[CH2:6][NH2:7].[C:16]([C:20]1[CH:29]=[CH:28][C:23]([CH2:24][N:25]=[C:26]=[O:27])=[CH:22][CH:21]=1)([CH3:19])([CH3:18])[CH3:17]>CN(C=O)C.ClCCl>[C:16]([C:20]1[CH:29]=[CH:28][C:23]([CH2:24][NH:25][C:26](=[O:27])[NH:7][CH2:6][C:5]2[CH:8]=[CH:9][C:10]([NH:11][S:12]([CH3:15])(=[O:14])=[O:13])=[C:3]([F:2])[CH:4]=2)=[CH:22][CH:21]=1)([CH3:19])([CH3:17])[CH3:18] |f:0.1|. Yields the product C(C)(C)(C)C1=CC=C(CNC(NCC2=CC(=C(C=C2)NS(=O)(=O)C)F)=O)C=C1 (N-{4-[3-(4-t-butylbenzyl)ureidomethyl]-2-fluorophenyl}methanesulfonamide).